From a dataset of the Open Reaction Database (ORD), a public repository of structured organic reaction records. describe an organic reaction: reactants, conditions, products, and yield Reactants: ClCCCC(=O)N1C2=C(NC(C3=C1C=CC=C3)=O)C=CC=N2 (11-(4-chlorobutyryl)-5,11-dihydro-6H-pyrido [2,3-b][1,4]-benzodiazepin-6-one), N1CCCC1 (pyrrolidine), C([O-])([O-])=O.[Na+].[Na+] (sodium carbonate). Solvent: C(C)O (ethanol), O1CCOCC1 (dioxane). The product is N1(CCCC1)CCCC(=O)N1C2=C(NC(C3=C1C=CC=C3)=O)C=CC=N2 (5,11-Dihydro-11-(4-pyrrolidino-butyryl)-6H-pyrido[2,3-b][1,4]-benzodiazepin-6-one). Reaction SMILES: Cl[CH2:2][CH2:3][CH2:4][C:5]([N:7]1[C:13]2[CH:14]=[CH:15][CH:16]=[CH:17][C:12]=2[C:11](=[O:18])[NH:10][C:9]2[CH:19]=[CH:20][CH:21]=[N:22][C:8]1=2)=[O:6].[NH:23]1[CH2:27][CH2:26][CH2:25][CH2:24]1.C(=O)([O-])[O-].[Na+].[Na+]>C(O)C.O1CCOCC1>[N:23]1([CH2:2][CH2:3][CH2:4][C:5]([N:7]2[C:13]3[CH:14]=[CH:15][CH:16]=[CH:17][C:12]=3[C:11](=[O:18])[NH:10][C:9]3[CH:19]=[CH:20][CH:21]=[N:22][C:8]2=3)=[O:6])[CH2:27][CH2:26][CH2:25][CH2:24]1 |f:2.3.4|. Procedure: 5.5 gm of 11-(4-chlorobutyryl)-5,11-dihydro-6H-pyrido [2,3-b][1,4]-benzodiazepin-6-one, 1.4 gm of pyrrolidine and 2.1 gm of sodium carbonate were refluxed in a mixture of 80 ml of absolute ethanol and 20 ml of absolute dioxane for 10 hours. Then the hot mixture was suction-filtered, the filtrate was evaporated in vacuo to dryness, and the residue was purified on a silica gel column. The eluate was evaporated in vacuo to dryness, and the residue was recrystallized from acetonitrile. Reactants: C(C1=CC=CC=C1)OC(=O)N[C@@H](C)C(=O)O (benzyloxycarbonyl-L-alanine), CC(C)=C (isobutylene), S(O)(O)(=O)=O (sulfuric acid), CC(C)=C (isobutylene). Solvent: ClCCl (dichloromethane). Conditions: time 3 day. Yields the product C(C1=CC=CC=C1)OC(=O)N[C@@H](C)C(=O)OC(C)(C)C (Benzyloxycarbonyl-L-alanine, t-butyl ester). RXN SMILES: [CH2:1]([O:8][C:9]([NH:11][C@H:12]([C:14]([OH:16])=[O:15])[CH3:13])=[O:10])[C:2]1[CH:7]=[CH:6][CH:5]=[CH:4][CH:3]=1.[CH3:17][C:18](=[CH2:20])[CH3:19].S(=O)(=O)(O)O>ClCCl>[CH2:1]([O:8][C:9]([NH:11][C@H:12]([C:14]([O:16][C:18]([CH3:20])([CH3:19])[CH3:17])=[O:15])[CH3:13])=[O:10])[C:2]1[CH:3]=[CH:4][CH:5]=[CH:6][CH:7]=1. Procedure: A mixture of benzyloxycarbonyl-L-alanine (160 g., 0.72 mole), anhydrous dichloromethane (270 ml.), condensed isobutylene (700 ml.), and concentrated sulfuric acid (7.5 ml.) is shaken in a Parr apparatus at room temperature for 3 days. The isobutylene is allowed to evaporate at room temperature overnight and the residue is dissolved in 1 1. of ether. The resulting solution is washed with 1N sodium bicarbonate and brine. After drying over anhydrous MgSO4, the solvent is removed at reduced pressure... The reactants are CN(C(C)=O)C=1C=C2N=CC=NC2=CC1 (N-methyl-N-(quinoxalin-6-yl)acetamide), [N+](=O)([O-])[O-].[K+] (potassium nitrate), [OH-].[Na+] (NaOH), O (Water). The solvent is C(Cl)Cl (DCM), S(O)(O)(=O)=O (sulfuric acid). Reaction conditions: temperature 0 celsius, time 4 hour. The product is CNC=1C(=C2N=CC=NC2=CC1)[N+](=O)[O-] (N-methyl-5-nitroquinoxalin-6-amine). Yield: 34.3%. Reaction SMILES: C[N:2]([C:6]1[CH:7]=[C:8]2[C:13](=[CH:14][CH:15]=1)[N:12]=[CH:11][CH:10]=[N:9]2)[C:3](=O)C.[N+:16]([O-])([O-:18])=[O:17].[K+].O.[OH-].[Na+]>C(Cl)Cl.S(=O)(=O)(O)O>[CH3:3][NH:2][C:6]1[C:7]([N+:16]([O-:18])=[O:17])=[C:8]2[C:13](=[CH:14][CH:15]=1)[N:12]=[CH:11][CH:10]=[N:9]2 |f:1.2,4.5|. Procedure: To a solution of N-methyl-N-(quinoxalin-6-yl)acetamide (4.02 g, 0.02 mol) in DCM (60 mL) was added a solution of potassium nitrate (4.02 g, 0.04 mol) in sulfuric acid (10 mL) cooled to 0° C. The mixture was then warmed and stirred at room temperature for 4 h. Water (20 mL) was added. The mixture was adjusted to pH ˜9 with saturated NaOH aqueous solution. Then the mixture was extracted with EtOAc (5×150 mL). The extracts were dried over sodium sulfate and concentrated to give the crude product, w... Starting materials: CCN(C(C)C)C(C)C, FC(F)(F)c1nnc2ccc(Cl)nn12, c1cnc2[nH]cc(C3CCNCC3)c2c1, CN(C)C=O. Yields the product FC(F)(F)c1nnc2ccc(N3CCC(c4c[nH]c5ncccc45)CC3)nn12. RXN SMILES: [CH:30]([N:31]([CH2:32][CH3:33])[CH:34]([CH3:35])[CH3:36])([CH3:37])[CH3:38].[Cl:1][c:2]1[cH:3][cH:4][c:5]2[n:6]([n:7]1)[c:8]([C:11]([F:12])([F:13])[F:14])[n:9][n:10]2.[NH:15]1[CH2:16][CH2:17][CH:18]([c:21]2[cH:22][nH:23][c:24]3[n:25][cH:26][cH:27][cH:28][c:29]23)[CH2:19][CH2:20]1.[O:39]=[CH:40][N:41]([CH3:42])[CH3:43]>>[c:2]1([N:15]2[CH2:16][CH2:17][CH:18]([c:21]3[cH:22][nH:23][c:24]4[n:25][cH:26][cH:27][cH:28][c:29]34)[CH2:19][CH2:20]2)[cH:3][cH:4][c:5]2[n:6]([n:7]1)[c:8]([C:11]([F:12])([F:13])[F:14])[n:9][n:10]2. The reactants are [Li]C (MeLi), C(C)OC(C(C(=O)OCC)=CC=1C=NC(=CC1)NC(=O)OC(C)(C)C)=O (2-(6-tert-butoxycarbonylamino-pyridin-3-ylmethylene)-malonic acid diethyl ester), [NH4+].[OH-] (NH4OH). The reagents and catalysts are [Cu]I (CuI). Run in C1CCOC1 (THF), C1CCOC1 (THF). Run at time 30 minute. Yields the product C(C)OC(C(C(=O)OCC)C(C)C=1C=NC(=CC1)NC(=O)OC(C)(C)C)=O (2-[1-(6-tert-butoxycarbonylamino-pyridin-3-yl)-ethyl]-malonic acid diethyl ester). Yield: 82.6%. RXN SMILES: [Li][CH3:2].[CH2:3]([O:5][C:6](=[O:28])[C:7](=[CH:13][C:14]1[CH:15]=[N:16][C:17]([NH:20][C:21]([O:23][C:24]([CH3:27])([CH3:26])[CH3:25])=[O:22])=[CH:18][CH:19]=1)[C:8]([O:10][CH2:11][CH3:12])=[O:9])[CH3:4].[NH4+].[OH-]>C1COCC1.[Cu]I>[CH2:11]([O:10][C:8](=[O:9])[CH:7]([CH:13]([C:14]1[CH:15]=[N:16][C:17]([NH:20][C:21]([O:23][C:24]([CH3:26])([CH3:25])[CH3:27])=[O:22])=[CH:18][CH:19]=1)[CH3:2])[C:6]([O:5][CH2:3][CH3:4])=[O:28])[CH3:12] |f:2.3|. Procedure: MeLi (6.5 mL, 10.4 mmol, 1.6 M in diethyl ether) was added dropwise to a slurry of CuI (0.9 g, 4.73 mmol) in THF (28 mL) at −78° C. under argon. The reaction mixture was stirred for 30 min. A solution of 2-(6-tert-butoxycarbonylamino-pyridin-3-ylmethylene)-malonic acid diethyl ester (0.84 g, 2.3 mmol) in THF (7 mL) was added dropwise and the reaction was stirred for 180 min at −78° C. Saturated aqueous NH4OH was added dropwise and the mixture was extracted with EtOAc. The organic phase was washe... The reactants are C#CCO, ClCCl, CCOP(=O)(O)OCC, [Cl-]. Yields the product C#CCOP(=O)(OCC)OCC. Reaction SMILES: [CH2:11]([C:12]#[CH:13])[OH:14].[CH2:15]([Cl:16])[Cl:17].[CH2:2]([CH3:3])[O:4][P:5]([O:6][CH2:7][CH3:8])([OH:9])=[O:10].[Cl-:1]>>[CH2:2]([CH3:3])[O:4][P:5]([O:6][CH2:7][CH3:8])(=[O:9])[O:14][CH2:11][C:12]#[CH:13]. Starting materials: Cl (HCl), CN(C(C(N1C=NC=C1)C1=CC2=C(N=C(S2)NCC=2C=C(C(=O)OC)C=CC2)C=C1)CC)C (methyl 3-(((6-(2-(dimethylamino)-1-(1H-imidazol-1-yl)butyl)benzo[d]-thiazol-2-yl)amino)methyl)benzoate), [Li+].[OH-] (LiOH). Run in C1CCOC1 (THF), O (water). Conditions: temperature 50 celsius. The product is CN(C(C(N1C=NC=C1)C1=CC2=C(N=C(S2)NCC=2C=C(C(=O)O)C=CC2)C=C1)CC)C (3-(((6-(2-(dimethylamino)-1-(1H-imidazol-1-yl)butyl)benzo[d]thiazol-2-yl)amino)methyl)benzoic acid). As a reaction SMILES: [CH3:1][N:2]([CH3:33])[CH:3]([CH2:31][CH3:32])[CH:4]([C:10]1[CH:30]=[CH:29][C:13]2[N:14]=[C:15]([NH:17][CH2:18][C:19]3[CH:20]=[C:21]([CH:26]=[CH:27][CH:28]=3)[C:22]([O:24]C)=[O:23])[S:16][C:12]=2[CH:11]=1)[N:5]1[CH:9]=[CH:8][N:7]=[CH:6]1.[Li+].[OH-].Cl>C1COCC1.O>[CH3:1][N:2]([CH3:33])[CH:3]([CH2:31][CH3:32])[CH:4]([C:10]1[CH:30]=[CH:29][C:13]2[N:14]=[C:15]([NH:17][CH2:18][C:19]3[CH:20]=[C:21]([CH:26]=[CH:27][CH:28]=3)[C:22]([OH:24])=[O:23])[S:16][C:12]=2[CH:11]=1)[N:5]1[CH:9]=[CH:8][N:7]=[CH:6]1 |f:1.2|. Reported procedure: A solution of methyl 3-(((6-(2-(dimethylamino)-1-(1H-imidazol-1-yl)butyl)benzo[d]-thiazol-2-yl)amino)methyl)benzoate (18 mg, 0.037 mmol) in 500 μL THF was treated with LiOH (10 mg, 0.238 mmol, 6.5 equiv) in 500 μL water. This was heated at 50° C. overnight. Afterwards the reaction was neutralized with 240 μL of 1N HCl and concentrated in vacuo. The residue was purified by prep-TLC using a 1 mm silica, plate eluting twice with 20% MeOH/DCM to provide 3-(((6-(2-(dimethylamino)-1-(1H-imidazol-1-yl)... Starting materials: O=C[C@H](O)[C@H](O)[C@H](O)CO (D-ribose), C1(CC1)CN (cyclopropylmethylamine), ClCCN=C=O (2-chloroethyl isocyanate). The product is ClCCNC(=O)N(C1[C@H](O)[C@H](O)[C@H](O1)CO)CC1CC1 (1-(2-chloroethyl)-3-cyclopropylmethyl-3-(D-ribofuranosyl)urea). The yield is 68.1%. As a reaction SMILES: O=[CH:2][C@@H:3]([C@@H:5]([C@@H:7]([CH2:9][OH:10])[OH:8])[OH:6])[OH:4].[CH:11]1([CH2:14][NH2:15])[CH2:13][CH2:12]1.[Cl:16][CH2:17][CH2:18][N:19]=[C:20]=[O:21]>>[Cl:16][CH2:17][CH2:18][NH:19][C:20]([N:15]([CH2:14][CH:11]1[CH2:13][CH2:12]1)[CH:2]1[O:8][C@H:7]([CH2:9][OH:10])[C@@H:5]([OH:6])[C@H:3]1[OH:4])=[O:21]. Procedure: 3.0 g of D-ribose, 2.2 g of cyclopropylmethylamine and 2.5 g of 2-chloroethyl isocyanate are treated in the same manner as described in Example 31-(1). 4.2 g of 1-(2-chloroethyl)-3-cyclopropylmethyl-3-(D-ribofuranosyl)urea are thereby obtained as colorless caramel.